The task is: describe an organic reaction: reactants, conditions, products, and yield. This data is from the Open Reaction Database (ORD), a public repository of structured organic reaction records. The reactants are CC(C)C(NC(=O)C(C)N(C)C(=O)OC(C)(C)C)C(=O)N1CCNCC1C(=O)NC1CCCc2ccccc21, CN(C(=O)Cl)c1ccccc1, CCN(C(C)C)C(C)C, ClCCl. Yields the product CC(C)C(NC(=O)C(C)N(C)C(=O)OC(C)(C)C)C(=O)N1CCN(C(=O)N(C)c2ccccc2)CC1C(=O)NC1CCCc2ccccc21. As a reaction SMILES: [CH3:1][N:2]([C:3]([O:4][C:5]([CH3:6])([CH3:7])[CH3:8])=[O:9])[CH:10]([C:11](=[O:12])[NH:13][CH:14]([CH:15]([CH3:16])[CH3:17])[C:18](=[O:19])[N:20]1[CH:21]([C:26](=[O:27])[NH:28][CH:29]2[CH2:30][CH2:31][CH2:32][c:33]3[cH:34][cH:35][cH:36][cH:37][c:38]32)[CH2:22][NH:23][CH2:24][CH2:25]1)[CH3:39].[CH3:49][N:50]([C:51](=[O:52])[Cl:53])[c:54]1[cH:55][cH:56][cH:57][cH:58][cH:59]1.[CH:40]([N:41]([CH2:42][CH3:43])[CH:44]([CH3:45])[CH3:46])([CH3:47])[CH3:48].[Cl:60][CH2:61][Cl:62]>>[CH3:1][N:2]([C:3]([O:4][C:5]([CH3:6])([CH3:7])[CH3:8])=[O:9])[CH:10]([C:11](=[O:12])[NH:13][CH:14]([CH:15]([CH3:16])[CH3:17])[C:18](=[O:19])[N:20]1[CH:21]([C:26](=[O:27])[NH:28][CH:29]2[CH2:30][CH2:31][CH2:32][c:33]3[cH:34][cH:35][cH:36][cH:37][c:38]32)[CH2:22][N:23]([C:51]([N:50]([CH3:49])[c:54]2[cH:55][cH:56][cH:57][cH:58][cH:59]2)=[O:52])[CH2:24][CH2:25]1)[CH3:39]. Starting materials: ClC1=NC=CC(=N1)C(C)F (2-Chloro-4-(1-fluoroethyl)pyrimidine), C(C)(=O)O (acetic acid), NC=1C=C(C=C(C1)C)C=1C=NN(C1)C[C@@H](C(=O)OC)O (methyl (2S)-3-[4-(3-amino-5-methylphenyl)-1H-pyrazol-1-yl]-2-hydroxypropanoate). Run in O (water), O1CCOCC1 (dioxane). Reaction conditions: temperature 120 celsius, time 3 hour. Yields the product FC(C)C1=NC(=NC=C1)NC=1C=C(C=C(C1)C)C=1C=NN(C1)C[C@@H](C(=O)OC)O (methyl (2S)-3-[4-(3-{[4-(1-fluoroethyl)pyrimidin-2-yl]amino}-5-methylphenyl)-1H-pyrazol-1-yl]-2-hydroxypropanoate). As a reaction SMILES: Cl[C:2]1[N:7]=[C:6]([CH:8]([F:10])[CH3:9])[CH:5]=[CH:4][N:3]=1.C(O)(=O)C.[NH2:15][C:16]1[CH:17]=[C:18]([C:23]2[CH:24]=[N:25][N:26]([CH2:28][C@H:29]([OH:34])[C:30]([O:32][CH3:33])=[O:31])[CH:27]=2)[CH:19]=[C:20]([CH3:22])[CH:21]=1>O1CCOCC1.O>[F:10][CH:8]([C:6]1[CH:5]=[CH:4][N:3]=[C:2]([NH:15][C:16]2[CH:17]=[C:18]([C:23]3[CH:24]=[N:25][N:26]([CH2:28][C@H:29]([OH:34])[C:30]([O:32][CH3:33])=[O:31])[CH:27]=3)[CH:19]=[C:20]([CH3:22])[CH:21]=2)[N:7]=1)[CH3:9]. Procedure details: 2-Chloro-4-(1-fluoroethyl)pyrimidine (58 mg, 0.36 mmol) and acetic acid (0.022 mL, 0.38 mmol) were added to an oven-dried flask containing methyl (2S)-3-[4-(3-amino-5-methylphenyl)-1H-pyrazol-1-yl]-2-hydroxypropanoate (100 mg, 0.36 mmol) in dioxane (1.2 mL). The mixture was stirred for 3 hours at 120° C. then cooled to room temperature, diluted with water, and extracted with EtOAc (3×). The combined organic layers were dried over sodium sulfate, filtered and concentrated under reduced pressure. ... RXN SMILES: [OH:1][C:2]1[C:11]2[C:6](=[CH:7][CH:8]=[CH:9][CH:10]=2)[O:5][C:4](=[O:12])[C:3]=1[CH:13]([C:17]1[CH:22]=[CH:21][CH:20]=[CH:19][CH:18]=1)[C:14]([OH:16])=[O:15].S(=O)(=O)(O)O.[CH3:28][CH2:29]O>O>[CH2:28]([O:15][C:14](=[O:16])[CH:13]([C:3]1[C:4](=[O:12])[O:5][C:6]2[C:11]([C:2]=1[OH:1])=[CH:10][CH:9]=[CH:8][CH:7]=2)[C:17]1[CH:22]=[CH:21][CH:20]=[CH:19][CH:18]=1)[CH3:29]. Reported procedure: A solution of (4-Hydroxy-2-oxo-2H-chromen-3-yl)-phenyl-acetic acid in EtOH with a catalytic amount of conc. sulfuric acid was heated to reflux for 5 hours, cooled to room temperature, diluted with water and extracted with EtOAc. The organic layer was dried over MgSO4 and conc. in vacuo to give (4-Hydroxy-2-oxo-2H-chromen-3-yl) -phenyl-acetic acid ethyl ester as colorless oil, which crystallize upon standing (910 mg). MS: 323[M−H]. Yields the product C(C)OC(C(C1=CC=CC=C1)C=1C(OC2=CC=CC=C2C1O)=O)=O ((4-Hydroxy-2-oxo-2H-chromen-3-yl) -phenyl-acetic acid ethyl ester). Run in O (water). Reactants: OC1=C(C(OC2=CC=CC=C12)=O)C(C(=O)O)C1=CC=CC=C1 ((4-Hydroxy-2-oxo-2H-chromen-3-yl)-phenyl-acetic acid), S(O)(O)(=O)=O (sulfuric acid), CCO (EtOH). Reactants: CNC(=O)Oc1ccccc1, CN(C)C=O, [H-], [Na+], Nc1cc(Oc2ccc3[nH]ccc3c2)ncn1. Yields the product CNC(=O)n1ccc2cc(Oc3cc(N)ncn3)ccc21. As a reaction SMILES: [CH3:20][NH:21][C:22]([O:23][c:25]1[cH:26][cH:27][cH:28][cH:29][cH:30]1)=[O:24].[CH3:31][N:32]([CH3:33])[CH:34]=[O:35].[H-:1].[Na+:2].[nH:3]1[cH:4][cH:5][c:6]2[cH:7][c:8]([O:12][c:13]3[cH:14][c:15]([NH2:19])[n:16][cH:17][n:18]3)[cH:9][cH:10][c:11]12>>[n:3]1([C:22]([NH:21][CH3:20])=[O:23])[cH:4][cH:5][c:6]2[cH:7][c:8]([O:12][c:13]3[cH:14][c:15]([NH2:19])[n:16][cH:17][n:18]3)[cH:9][cH:10][c:11]12. Reactants: C(CC)I (PrI), OC=1C(=CC=2C(CCC(C2C1)(C)C)(C)C)C(C)=O (1-(3-hydroxy-5,5,8,8-tetramethyl-5,6,7,8-tetrahydro-naphthalen-2-yl)-ethanone), OC=1C(=CC=2C(CCC(C2C1)(C)C)(C)C)C(C)=O (1-(3-hydroxy-5,5,8,8-tetramethyl-5,6,7,8-tetrahydro-naphthalen-2-yl)-ethanone), [H-].[Na+] (NaH). Solvent: CN(C)C=O (DMF). Reaction conditions: time 30 minute. The product is CC1(C=2C=C(C(=CC2C(CC1)(C)C)C(C)=O)OCCC)C (1-(5,5,8,8-tetramethyl-3-propoxy-5,6,7,8-tetrahydro-naphthalen-2-yl)-ethanone). RXN SMILES: [OH:1][C:2]1[C:3]([C:16](=[O:18])[CH3:17])=[CH:4][C:5]2[C:6]([CH3:15])([CH3:14])[CH2:7][CH2:8][C:9]([CH3:13])([CH3:12])[C:10]=2[CH:11]=1.[H-].[Na+].[CH2:21](I)[CH2:22][CH3:23]>CN(C=O)C>[CH3:13][C:9]1([CH3:12])[CH2:8][CH2:7][C:6]([CH3:15])([CH3:14])[C:5]2[CH:4]=[C:3]([C:16](=[O:18])[CH3:17])[C:2]([O:1][CH2:21][CH2:22][CH3:23])=[CH:11][C:10]1=2 |f:1.2|. Reported procedure: To a solution of 1-(3-hydroxy-5,5,8,8-tetramethyl-5,6,7,8-tetrahydro-naphthalen-2-yl)-ethanone (Intermediate 4, 6.4 g, 26 mmol) in DMF (100 mL) at 0° C. was added NaH (1.2 g, 60%, 31 mmol). After stirring for 30 min, PrI (3.0 mL, 31 mmol) was added. The reaction was stirred at 0° C. for 4 h, was quenched with aqueous NH4Cl and extracted with Et2O (×2). The combined organic layer was washed with brine, dried over Na2SO4, and concentrated in vacuo. Starting materials: C[N+](=CCl)C.[Cl-] (Vilsmeier reagent), Cl.NC1[C@@H]2N(C(=C(CS2)C=C)C(=O)OC(C2=CC=CC=C2)C2=CC=CC=C2)C1=O (benzhydryl 7-amino-3-vinyl-3-cephem-4-carboxylate hydrochloride), C[Si](C)(C)CC(=O)N (trimethylsilylacetamide), P(=O)(Cl)(Cl)Cl (phosphorus oxychloride), C(=O)NC=1SC=C(N1)C(C(=O)O)=NOCC1=NC=CC=C1 (2-(2-formamidothiazol-4-yl)-2-(2-pyridylmethoxyimino)acetic acid), C(C)(C)OC(C)C (diisopropyl ether). Run in C(C)(=O)OCC (ethyl acetate), O (water), C(C)(=O)OCC (ethyl acetate), O1CCCC1 (tetrahydrofuran), CN(C=O)C (N,N-dimethylformamide). Run at time 30 minute. The product is C(=O)NC=1SC=C(N1)C(C(=O)NC1[C@@H]2N(C(=C(CS2)C=C)C(=O)OC(C2=CC=CC=C2)C2=CC=CC=C2)C1=O)=NOCC1=NC=CC=C1 (benzhydryl 7-[2-(2-formamidothiazol-4-yl)-2-(2-pyridylmethoxyimino)acetamido]-3-vinyl-3-cephem-4-carboxylate). Isolated yield 99.6%. RXN SMILES: C[N+](C)=CCl.[Cl-].P(Cl)(Cl)(Cl)=O.[CH:12]([NH:14][C:15]1[S:16][CH:17]=[C:18]([C:20](=[N:24][O:25][CH2:26][C:27]2[CH:32]=[CH:31][CH:30]=[CH:29][N:28]=2)[C:21]([OH:23])=O)[N:19]=1)=[O:13].Cl.[NH2:34][CH:35]1[C:60](=[O:61])[N:37]2[C:38]([C:44]([O:46][CH:47]([C:54]3[CH:59]=[CH:58][CH:57]=[CH:56][CH:55]=3)[C:48]3[CH:53]=[CH:52][CH:51]=[CH:50][CH:49]=3)=[O:45])=[C:39]([CH:42]=[CH2:43])[CH2:40][S:41][C@H:36]12.C[Si](CC(N)=O)(C)C.C(OC(C)C)(C)C>O1CCCC1.C(OCC)(=O)C.O.CN(C)C=O>[CH:12]([NH:14][C:15]1[S:16][CH:17]=[C:18]([C:20](=[N:24][O:25][CH2:26][C:27]2[CH:32]=[CH:31][CH:30]=[CH:29][N:28]=2)[C:21]([NH:34][CH:35]2[C:60](=[O:61])[N:37]3[C:38]([C:44]([O:46][CH:47]([C:48]4[CH:49]=[CH:50][CH:51]=[CH:52][CH:53]=4)[C:54]4[CH:59]=[CH:58][CH:57]=[CH:56][CH:55]=4)=[O:45])=[C:39]([CH:42]=[CH2:43])[CH2:40][S:41][C@H:36]23)=[O:23])[N:19]=1)=[O:13] |f:0.1,4.5|. Reported procedure: To a suspension of Vilsmeier reagent, which was prepared from N,N-dimethylformamide (1.8 g) and phosphorus oxychloride (3.7 g), in tetrahydrofuran (60 ml) was added 2-(2-formamidothiazol-4-yl)-2-(2-pyridylmethoxyimino)acetic acid (syn isomer)(6.74 g) under ice-cooling with stirring, and the stirring was continued at the same temperature for 30 minutes to prepare the activated acid solution. This solution was added to a solution of benzhydryl 7-amino-3-vinyl-3-cephem-4-carboxylate hydrochloride (...